The task is: describe an organic reaction: reactants, conditions, products, and yield. This data is from the Open Reaction Database (ORD), a public repository of structured organic reaction records. The reactants are [N+](=O)([O-])C=1C=CC(=NC1)N1CC(CC1)O (1-(5-nitro-pyridin-2-yl)-pyrrolidin-3-ol), [H-].[Na+] (sodium hydride), IC (iodomethane). Run in CN(C)C=O (DMF). Conditions: temperature 23 celsius, time 15 minute. Yields the product COC1CN(CC1)C1=NC=C(C=C1)[N+](=O)[O-] (2-(3-methoxy-pyrrolidin-1-yl)-5-nitro-pyridine). RXN SMILES: [N+:1]([C:4]1[CH:5]=[CH:6][C:7]([N:10]2[CH2:14][CH2:13][CH:12]([OH:15])[CH2:11]2)=[N:8][CH:9]=1)([O-:3])=[O:2].[H-].[Na+].I[CH3:19]>CN(C=O)C>[CH3:19][O:15][CH:12]1[CH2:13][CH2:14][N:10]([C:7]2[CH:6]=[CH:5][C:4]([N+:1]([O-:3])=[O:2])=[CH:9][N:8]=2)[CH2:11]1 |f:1.2|. Reported procedure: To a solution of 1-(5-nitro-pyridin-2-yl)-pyrrolidin-3-ol (120 mg, 0.57 mmol) in 5 mL of DMF was added 10 equivalent of sodium hydride (228 mg, 5.7 mmol, 60% in mineral oil). The mixture was stirred at 23° C. for 15 min followed by the addition of 10 equivalent of iodomethane (355 uL, 5.7 mmol). The reaction was continually stirred for 2 h and then extracted with ethyl acetate and water. The organic phase was dried and solvent was evaporated. The residue was purified on a flash chromatography co... Reactants: C(C)(C)N1C=C(C2=CC=C(C=C12)[N+](=O)[O-])C1=CC=C(C#N)C=C1 (4-(1-isopropyl-6-nitro-1H-indol-3-yl)-benzonitrile), S([O-])(O)=O.[Na+] (sodium bisulfite), [H-].[Na+] (NaH), [N+](=O)([O-])C1=CC=C2C(=CNC2=C1)C1=CC=C(C#N)C=C1 (4-(6-nitro-1H-indol-3-yl)-benzonitrile), NH2Cl ether. Run in CN(C)C=O (DMF). Conditions: time 30 minute. Product: NN1C=C(C2=CC=C(C=C12)[N+](=O)[O-])C1=CC=C(C#N)C=C1 (4-(1-amino-6-nitro-1H-indol-3-yl)-benzonitrile). Reaction SMILES: [H-].[Na+].[N+:3]([C:6]1[CH:14]=[C:13]2[C:9]([C:10]([C:15]3[CH:22]=[CH:21][C:18]([C:19]#[N:20])=[CH:17][CH:16]=3)=[CH:11][NH:12]2)=[CH:8][CH:7]=1)([O-:5])=[O:4].C([N:26]1C2C(=CC=C([N+]([O-])=O)C=2)C(C2C=CC(C#N)=CC=2)=C1)(C)C.S(=O)(O)[O-].[Na+]>CN(C=O)C>[NH2:26][N:12]1[C:13]2[C:9](=[CH:8][CH:7]=[C:6]([N+:3]([O-:5])=[O:4])[CH:14]=2)[C:10]([C:15]2[CH:16]=[CH:17][C:18]([C:19]#[N:20])=[CH:21][CH:22]=2)=[CH:11]1 |f:0.1,4.5|. Procedure: Add NaH (98 mg, 2.47 mmol) to 4-(6-nitro-1H-indol-3-yl)-benzonitrile (500 mg, 1.9 mmol) in DMF (10 mL) at 0° C. under N2 and stir for additional 30 min at room temperature. Add excess NH2Cl ether solution prepared according to the procedure described in J. Org. Chem. 2004, 69 (4), 1369, and stir for an hour. Add 10% sodium bisulfite and extract with EtOAc. Wash the EtOAc extracts with 10% sodium bisulfite twice and dry over MgSO4. Evaporate the solvent to give 4-(1-amino-6-nitro-1H-indol-3-yl)-b... As a reaction SMILES: C(OC(=O)[NH:10][CH2:11][C@H:12]1[CH2:17][CH2:16][C@H:15]([CH:18]([OH:20])[CH3:19])[CH2:14][CH2:13]1)C1C=CC=CC=1.C(OCC)(=O)C>[OH-].[OH-].[Pd+2].CO>[NH2:10][CH2:11][C@H:12]1[CH2:17][CH2:16][C@H:15]([CH:18]([OH:20])[CH3:19])[CH2:14][CH2:13]1 |f:2.3.4|. Product: NC[C@@H]1CC[C@H](CC1)C(C)O (trans-(−)-1-(4-Aminomethyl-cyclohexyl)-ethanol). Run in CO (MeOH). Yield: 95.0%. Reported procedure: A 500 mL Parr bottle was charged with 400 mg Pd(OH)2, 7.0 g (24.1 mmol) trans-(−)-[4-(1-hydroxy-ethyl)-cyclohexylmethyl]-carbamic acid benzyl ester, 125 mL ethyl acetate and 125 ml MeOH. The bottle was placed under 50 psi H2 and shaken for 2 hours. The suspension was then filtered through Celite and concentrated to give 3.6 g of a white solid. The reagents and catalysts are [OH-].[OH-].[Pd+2] (Pd(OH)2). Run at time 2 hour. Starting materials: C(C1=CC=CC=C1)OC(NC[C@@H]1CC[C@H](CC1)C(C)O)=O (trans-(−)-[4-(1-hydroxy-ethyl)-cyclohexylmethyl]-carbamic acid benzyl ester), C(C)(=O)OCC (ethyl acetate). Starting materials: C1(=CC=CC=C1)[C@H](C)NC(C[C@@H](C[C@@H](\C=C\C=1C(=NC2=CC=CC=C2C1C1=CC=C(C=C1)F)C1CC1)O)O)=O ((E)-(3R,5S)-7-[2-Cyclopropyl-4-(4-fluoro-phenyl)quinolin-3-yl]-3,5-dihydroxy-hept-6-enoic acid ((S)-1-phenyl-ethyl)-amide), Cl (Hydrochloric acid), solution, O (Water), [OH-].[Na+] (sodium hydroxide). The solvent is C(C)O (ethanol). Reaction conditions: temperature 52.5 celsius, time 15 minute. The product is C1(CC1)C1=NC2=CC=CC=C2C(=C1/C=C/[C@H](C[C@H](CC(=O)O)O)O)C1=CC=C(C=C1)F ((E)-(3R,5S)-7-[2-Cyclopropyl-4-(4-fluoro-phenyl)-quinolin-3-yl]-3,5-dihydroxy-hept-6-enoic acid). Reaction SMILES: C1([C@@H](N[C:10](=[O:39])[CH2:11][C@H:12]([OH:38])[CH2:13][C@H:14]([OH:37])/[CH:15]=[CH:16]/[C:17]2[C:18]([CH:34]3[CH2:36][CH2:35]3)=[N:19][C:20]3[C:25]([C:26]=2[C:27]2[CH:32]=[CH:31][C:30]([F:33])=[CH:29][CH:28]=2)=[CH:24][CH:23]=[CH:22][CH:21]=3)C)C=CC=CC=1.[OH2:40].[OH-].[Na+].Cl>C(O)C>[CH:34]1([C:18]2[C:17](/[CH:16]=[CH:15]/[C@@H:14]([OH:37])[CH2:13][C@@H:12]([OH:38])[CH2:11][C:10]([OH:39])=[O:40])=[C:26]([C:27]3[CH:32]=[CH:31][C:30]([F:33])=[CH:29][CH:28]=3)[C:25]3[C:20](=[CH:21][CH:22]=[CH:23][CH:24]=3)[N:19]=2)[CH2:36][CH2:35]1 |f:2.3|. Reported procedure: (E)-(3R,5S)-7-[2-Cyclopropyl-4-(4-fluoro-phenyl)quinolin-3-yl]-3,5-dihydroxy-hept-6-enoic acid ((S)-1-phenyl-ethyl)-amide (4.0 g, 6.53 mmol) is dissolved in ethanol (40 mL). Water (40 mL) and sodium hydroxide powder (2.64 g, 66 mmol) are added and the mixture is heated at 50-55° C. for 26 h, until an in-process control (HPLC) indicated complete conversion. Hydrochloric acid (59 mL of a 1M solution, 59 mmol) is added slowly over a time period of 15 minutes. The solvent is distilled under reduced ... Reactants: ClC1=C(C(=CC(=C1)C(F)(F)F)Cl)NN=C(C(SC(F)(F)F)C#N)C#N (1-(2,6-dichloro-4-trifluoromethylphenylhydrazono) 1,2-dicyano-2-trifluoromethylthio ethane). Reagents/catalysts: [Cu](Cl)Cl (copper (II) chloride). Run in ClC1=CC=CC=C1 (chlorobezene). Conditions: temperature 100 celsius, time 4 hour. Yields the product NC1=C(C(=NN1C1=C(C=C(C=C1Cl)C(F)(F)F)Cl)C#N)SC(F)(F)F (5-amino-3-cyano-1-(2,6-dichloro-4-trifluoro methyl-phenyl)-4-trifluoromethylthio pyrazole). The yield is 73.0%. As a reaction SMILES: [Cl:1][C:2]1[CH:7]=[C:6]([C:8]([F:11])([F:10])[F:9])[CH:5]=[C:4]([Cl:12])[C:3]=1[NH:13][N:14]=[C:15]([C:24]#[N:25])[CH:16]([C:22]#[N:23])[S:17][C:18]([F:21])([F:20])[F:19]>[Cu](Cl)Cl.ClC1C=CC=CC=1>[NH2:23][C:22]1[N:13]([C:3]2[C:4]([Cl:12])=[CH:5][C:6]([C:8]([F:9])([F:11])[F:10])=[CH:7][C:2]=2[Cl:1])[N:14]=[C:15]([C:24]#[N:25])[C:16]=1[S:17][C:18]([F:19])([F:20])[F:21]. Procedure details: A mixture of 1-(2,6-dichloro-4-trifluoromethylphenylhydrazono) 1,2-dicyano-2-trifluoromethylthio ethane (144 mg; 0.34 mmol), prepared according to Example 3, copper (II) chloride (97 mg; 0.71 mmol), and 4 ml of chlorobezene was stirred for 4 hours at 100° C. The solvent was then evaporated under vacuum. The residue was dissolved in CH2CL2 and the solution was washed by an aqueous solution of 1% ammonia in water. The product was dried over sodium sulphate, and solvent was evaporated under reduced... Reactants: O=[N+]([O-])c1ccc2nc(Cl)oc2c1, Nc1ccc([N+](=O)[O-])cc1, C1COCCO1, O=[N+]([O-])O, O=S(=O)(O)O. Yields the product Clc1nc2ccccc2o1. Reaction SMILES: [Cl:11][c:12]1[o:13][c:14]2[c:15]([n:16]1)[cH:17][cH:18][c:19]([N+:21]([O-:22])=[O:23])[cH:20]2.[N+:1]([c:2]1[cH:3][cH:4][c:5]([NH2:6])[cH:7][cH:8]1)([O-:9])=[O:10].[O:28]1[CH2:29][CH2:30][O:31][CH2:32][CH2:33]1.[OH:24][N+:25](=[O:26])[O-:27].[S:34](=[O:35])(=[O:36])([OH:37])[OH:38]>>[Cl:11][c:12]1[o:13][c:14]2[c:15]([n:16]1)[cH:17][cH:18][cH:19][cH:20]2. Procedure: A flask was equipped with stirrer, reflux condenser, thermometer, and charged with 75 ml of water and 36.8 grams (0.75 mole) sodium cyanide. Stirring was commenced and there was added 8.5 grams of tricapryl(methyl)ammonium chloride (ALIQUAT 336 phase-transfer catalyst) followed by 67.5 grams (0.50 mole) of the bromide product mixture comprising 55.7% cyclopropylmethyl bromide, 37.2% bromocyclobutane, and 7.1% bromobutene. The mixture slowly exothermed to about 50° C. After about 1 hour, heating ... Reaction conditions: temperature 45 celsius, time 1 hour. RXN SMILES: [C-:1]#[N:2].[Na+].[Br-].[CH:5]1([CH2:8]Br)[CH2:7][CH2:6]1.Br[CH:11]1[CH2:14][CH2:13][CH2:12]1.BrC=CCC.BrCCC=C>O>[CH:5]1([CH2:8][C:1]#[N:2])[CH2:7][CH2:6]1.[C:1]([CH2:12][CH2:13][CH:14]=[CH2:11])#[N:2] |f:0.1|. The solvent is O (water). Yields the product C1(CC1)CC#N (cyclopropylacetonitrile), C(#N)CCC=C (1-cyano-3-butene). Starting materials: [Br-] (bromide), C1(CC1)CBr (cyclopropylmethyl bromide), C1(CC1)CBr (cyclopropylmethyl bromide), BrCCC=C (4-bromo-1-butene), BrC=CCC (bromobutene), [C-]#N.[Na+] (sodium cyanide), tricapryl(methyl)ammonium chloride, BrC1CCC1 (bromocyclobutane). The reactants are CCOC(C)=O, CC(C)(C)OC(=O)Cc1ccc2c(=O)occc2c1[N+](=O)[O-], O=C(O)C(F)(F)F, c1ccc2ncccc2c1. Product: Cc1ccc2c(=O)occc2c1[N+](=O)[O-]. As a reaction SMILES: [CH2:40]([O:41][C:42](=[O:43])[CH3:44])[CH3:45].[N+:1](=[O:2])([O-:3])[c:4]1[c:5]2[cH:6][cH:7][o:8][c:9](=[O:22])[c:10]2[cH:11][cH:12][c:13]1[CH2:14][C:15]([O:16][C:17]([CH3:18])([CH3:19])[CH3:20])=[O:21].[OH:23][C:24]([C:25]([F:26])([F:27])[F:28])=[O:29].[cH:30]1[cH:31][c:32]2[c:33]([n:34][cH:35][cH:36][cH:37]2)[cH:38][cH:39]1>>[N+:1](=[O:2])([O-:3])[c:4]1[c:5]2[cH:6][cH:7][o:8][c:9](=[O:22])[c:10]2[cH:11][cH:12][c:13]1[CH3:14]. Starting materials: BrC=1N=C2N(C3=C(NC4=C2C=CC=C4)N=CC=C3)C1C1=CC=C(C=C1)C1(CCC1)NC(OC(C)(C)C)=O (tert-butyl {1-[4-(2-bromo-9H-imidazo[1,2-d]pyrido[2,3-b][1,4]benzodiazepin-3-yl)phenyl]cyclobutyl}carbamate), N1=CC(=CC2=CC=CC=C12)B(O)O (quinolin-3-ylboronic acid), [O-]P(=O)([O-])[O-].[K+].[K+].[K+] (K3PO4). Conditions: temperature 160 celsius. Yield: 65.8%. Run in CN(C)C=O.O (DMF water), CCOC(=O)C (EtOAc). As a reaction SMILES: Br[C:2]1[N:3]=[C:4]2[C:10]3[CH:11]=[CH:12][CH:13]=[CH:14][C:9]=3[NH:8][C:7]3[N:15]=[CH:16][CH:17]=[CH:18][C:6]=3[N:5]2[C:19]=1[C:20]1[CH:25]=[CH:24][C:23]([C:26]2([NH:30]C(=O)OC(C)(C)C)[CH2:29][CH2:28][CH2:27]2)=[CH:22][CH:21]=1.[N:38]1[C:47]2[C:42](=[CH:43][CH:44]=[CH:45][CH:46]=2)[CH:41]=[C:40](B(O)O)[CH:39]=1.[O-]P([O-])([O-])=O.[K+].[K+].[K+]>CN(C=O)C.O.CCOC(C)=O.CC(P(C(C)(C)C)C1C=CC(N(C)C)=CC=1)(C)C.CC(P(C(C)(C)C)C1C=CC(N(C)C)=CC=1)(C)C.Cl[Pd]Cl>[N:38]1[C:47]2[C:42](=[CH:43][CH:44]=[CH:45][CH:46]=2)[CH:41]=[C:40]([C:2]2[N:3]=[C:4]3[C:10]4[CH:11]=[CH:12][CH:13]=[CH:14][C:9]=4[NH:8][C:7]4[N:15]=[CH:16][CH:17]=[CH:18][C:6]=4[N:5]3[C:19]=2[C:20]2[CH:25]=[CH:24][C:23]([C:26]3([NH2:30])[CH2:29][CH2:28][CH2:27]3)=[CH:22][CH:21]=2)[CH:39]=1 |f:2.3.4.5,6.7,9.10.11|. The reagents and catalysts are CC(C)(C)P(C1=CC=C(C=C1)N(C)C)C(C)(C)C.CC(C)(C)P(C1=CC=C(C=C1)N(C)C)C(C)(C)C.Cl[Pd]Cl (bis(di-tert-butyl(4-dimethylaminophenyl)phosphine)dichloropalladium(II)). Procedure details: A mixture of tert-butyl {1-[4-(2-bromo-9H-imidazo[1,2-d]pyrido[2,3-b][1,4]benzodiazepin-3-yl)phenyl]cyclobutyl}carbamate (50 mg, 0.09 mmol), quinolin-3-ylboronic acid (31 mg, 0.18 mmol), bis(di-tert-butyl(4-dimethylaminophenyl)phosphine)dichloropalladium(II) (6.3 mg, 0.01 mmol) and K3PO4 (72 mg, 0.27 mmol) in DMF/water (0.9 mL, 6:1, v/v) was heated at 160° C. under microwave irradiation for 1 hour. After cooling to room temperature, the mixture was diluted with EtOAc and washed with water (×3). ... The product is N1=CC(=CC2=CC=CC=C12)C=1N=C2N(C3=C(NC4=C2C=CC=C4)N=CC=C3)C1C1=CC=C(C=C1)C1(CCC1)N (1-[4-(2-quinolin-3-yl-9H-imidazo[1,2-d]pyrido[2,3-b][1,4]benzodiazepin-3-yl)phenyl]cyclobutanamine). Product: S(=O)(=O)(O)C1=CC=C(C)C=C1.BrC=1C=C(N)C=CC1OC1CCN(CC1)C1CCC1 (3-bromo-4-[(1-cyclobutylpiperidin-4-yl)oxy]aniline monotosylate). The reactants are BrC1=C(C=CC(=C1)[N+](=O)[O-])O (2-bromo-4-nitrophenol), O.C1(=CC=C(C=C1)S(=O)(=O)O)C (p-toluenesulfonic acid monohydrate), BrC1=C(C=CC(=C1)[N+](=O)[O-])O (2-bromo-4-nitrophenol), C(=O)(OC(C)(C)C)N1CCC(CC1)O (N-Boc-4-piperidinol), C1(CCC1)=O (cyclobutanone). As a reaction SMILES: [Br:1][C:2]1[CH:7]=[C:6]([N+:8]([O-])=O)[CH:5]=[CH:4][C:3]=1[OH:11].[C:12]([N:19]1[CH2:24][CH2:23][CH:22](O)[CH2:21][CH2:20]1)(OC(C)(C)C)=O.[C:26]1(=O)[CH2:29]C[CH2:27]1.O.[C:32]1([CH3:42])[CH:37]=[CH:36][C:35]([S:38]([OH:41])(=[O:40])=[O:39])=[CH:34][CH:33]=1>>[S:38]([C:35]1[CH:36]=[CH:37][C:32]([CH3:42])=[CH:33][CH:34]=1)([OH:41])(=[O:40])=[O:39].[Br:1][C:2]1[CH:7]=[C:6]([CH:5]=[CH:4][C:3]=1[O:11][CH:22]1[CH2:21][CH2:20][N:19]([CH:12]2[CH2:29][CH2:26][CH2:27]2)[CH2:24][CH2:23]1)[NH2:8] |f:3.4,5.6|. Procedure details: 3-bromo-4-[(1-cyclobutylpiperidin-4-yl)oxy]aniline was obtained according to the method of Example 94, using 2-bromo-4-nitrophenol, N-Boc-4-piperidinol and cyclobutanone as starting materials. By treating this with 1 Eq of p-toluenesulfonic acid monohydrate, the target compound was obtained as a colorless solid. 2-bromo-4-nitrophenol was manufactured by the method described in the literature (J. Org. Chem., Vol. 62, 1997, p. 4504).